Dataset: the Open Reaction Database (ORD), a public repository of structured organic reaction records. Task: describe an organic reaction: reactants, conditions, products, and yield Starting materials: C(C1=CC=CC=C1)O (benzyl alcohol), S(=O)(Cl)Cl (thionyl chloride), C1(=CC=CC=C1)S[C@H]1C[C@H](NC1)C(=O)O (cis-4-(phenylthio)-L-proline). Run in CCOCC (ether). Yields the product Cl.C1(=CC=CC=C1)S[C@H]1C[C@H](NC1)C(=O)OCC1=CC=CC=C1 (4-(S)-(phenylthio)-L-proline, phenylmethyl ester hydrochloride salt). RXN SMILES: [CH2:1]([OH:8])[C:2]1[CH:7]=[CH:6][CH:5]=[CH:4][CH:3]=1.S(Cl)([Cl:11])=O.[C:13]1([S:19][C@@H:20]2[CH2:24][NH:23][C@H:22]([C:25](O)=[O:26])[CH2:21]2)[CH:18]=[CH:17][CH:16]=[CH:15][CH:14]=1>CCOCC>[ClH:11].[C:13]1([S:19][C@@H:20]2[CH2:24][NH:23][C@H:22]([C:25]([O:8][CH2:1][C:2]3[CH:7]=[CH:6][CH:5]=[CH:4][CH:3]=3)=[O:26])[CH2:21]2)[CH:14]=[CH:15][CH:16]=[CH:17][CH:18]=1 |f:4.5|. Reported procedure: Six hundred ml. of benzyl alcohol are cooled to 10° and, with vigorous stirring, there is added over the course of 30 minutes, 100 grams of thionyl chloride, while the temperature is maintained at 10°. To this solution there is added, at 10°, 50 grams of cis-4-(phenylthio)-L-proline and the mixture stirred for 48 hours at room temperature. To this reaction mixture there is then added 4 liters of anhydrous ether and the mixture stirred vigorously with cooling. The precipitated solid is filtered, ... Starting materials: CCO, CCc1[nH]n(C2CCCC2)c2nc(-c3ccc([N+](=O)[O-])cc3)nc(=O)c1-2, Cl, O. Product: CCc1[nH]n(C2CCCC2)c2nc(-c3ccc(N)cc3)nc(=O)c1-2, Cl. As a reaction SMILES: [CH3:27][CH2:28][OH:29].[CH:1]1([n:6]2[nH:7][c:8]([CH2:25][CH3:26])[c:9]3[c:14](=[O:15])[n:13][c:12](-[c:16]4[cH:17][cH:18][c:19]([N+:22]([O-:23])=[O:24])[cH:20][cH:21]4)[n:11][c:10]2-3)[CH2:2][CH2:3][CH2:4][CH2:5]1.[ClH:30].[OH2:31]>>[CH:1]1([n:6]2[nH:7][c:8]([CH2:25][CH3:26])[c:9]3[c:14](=[O:15])[n:13][c:12](-[c:16]4[cH:17][cH:18][c:19]([NH2:22])[cH:20][cH:21]4)[n:11][c:10]2-3)[CH2:2][CH2:3][CH2:4][CH2:5]1.[ClH:30].